This data is from the Open Reaction Database (ORD), a public repository of structured organic reaction records. The task is: describe an organic reaction: reactants, conditions, products, and yield The reactants are ClC1=C(C(=O)Cl)C=CC(=C1)S(=O)(=O)C (2-chloro-4-methylsulfonylbenzoyl chloride), 3,5-dichlorophenone, [Cl-].[Al+3].[Cl-].[Cl-] (aluminum chloride), ClC(C(Cl)Cl)Cl (1,1,2,2-tetra chloroethane), ice, Cl (hydrochloric acid). Product: ClC1=C(C(=O)C2=C(C=C(C=C2O)Cl)Cl)C=CC(=C1)S(=O)(=O)C (2,2′,4′-Trichloro-6′-hydroxy-4-methylsulfonylbenzophenone). Reaction SMILES: [Cl:1][C:2]1[CH:10]=[C:9]([S:11]([CH3:14])(=[O:13])=[O:12])[CH:8]=[CH:7][C:3]=1[C:4](Cl)=[O:5].[Cl-:15].[Al+3].[Cl-].[Cl-].Cl.Cl[CH:21]([Cl:25])[CH:22](Cl)Cl>>[Cl:1][C:2]1[CH:10]=[C:9]([S:11]([CH3:14])(=[O:13])=[O:12])[CH:8]=[CH:7][C:3]=1[C:4]([C:3]1[C:4]([OH:5])=[CH:22][C:21]([Cl:25])=[CH:10][C:2]=1[Cl:15])=[O:5] |f:1.2.3.4|. Procedure: 3.00 g of 2-chloro-4-methylsulfonylbenzoyl chloride are added in portions at room temperature to a mixture of 1.97 g of 3,5-dichlorophenone and 3.23 g of aluminum chloride in 50 ml of 1,1,2,2-tetra chloroethane, and the mixture is subsequently refluxed for 7 hours. When cold, the reaction mixture is poured onto 100 g of ice and 20 ml of concentrated hydrochloric acid. The organic phase is removed, and the aqueous phase is extracted twice using 50 ml of dichloromethane. The combined organic phase...